Task: describe an organic reaction: reactants, conditions, products, and yield. Dataset: the Open Reaction Database (ORD), a public repository of structured organic reaction records As a reaction SMILES: [NH2:1][C@H:2]([C:11]([OH:13])=[O:12])[CH2:3][C:4]1[CH:9]=[CH:8][C:7]([OH:10])=[CH:6][CH:5]=1.CC1C(O)=C(C=O)C(COP(O)(O)=O)=CN=1.C(N(CC(O)=O)CC(O)=O)CN(CC(O)=O)CC(O)=O>P([O-])([O-])([O-])=O.[K+].[K+].[K+]>[C:7]1([OH:10])[CH:8]=[CH:9][CH:4]=[CH:5][CH:6]=1.[NH2:1][C@H:2]([C:11]([OH:13])=[O:12])[CH2:3][C:4]1[CH:5]=[CH:6][C:7]([OH:10])=[CH:8][CH:9]=1 |f:3.4.5.6,7.8|. The product is C1(=CC=CC=C1)O.N[C@@H](CC1=CC=C(C=C1)O)C(=O)O (tyrosine phenol). Procedure: The plasmids pTK919 [pSC101 ori, bla::tet, tyrR] and pTK922 [pSC101 ori, bla::tet, tyrR V67A, Y72C, E201G] obtained as described above were introduced into the YG17 strain to obtain the YG38 strain and the YG40 strain, respectively. These strains were cultured overnight at 30° C. in 100 ml of the basal medium containing 0.1% tyrosine. The microbial cells were suspended in 10 mM potassium phosphate buffer (pH 7.0), 0.2 mM PLP (pyridoxal 5′-phosphate), 5 mM 2-mercaptoethnol and 4 mM EDTA (pH 7.0) ... Reactants: N[C@@H](CC1=CC=C(C=C1)O)C(=O)O (tyrosine), CC1=NC=C(C(=C1O)C=O)COP(=O)(O)O (PLP), C(CN(CC(=O)O)CC(=O)O)N(CC(=O)O)CC(=O)O (EDTA). Conditions: time 8 hour. Solvent: P(=O)([O-])([O-])[O-].[K+].[K+].[K+] (potassium phosphate).